Dataset: the Open Reaction Database (ORD), a public repository of structured organic reaction records. Task: describe an organic reaction: reactants, conditions, products, and yield Reaction conditions: time 5 hour. RXN SMILES: [Cl:1][C:2]1[C:7]2[C:8](=[O:25])[N:9]3[CH2:24][CH2:23][C@H:10]3[C:11]3[N:12]([CH:13]=[N:14][C:15]=3[C:16]([O:18]C(C)(C)C)=[O:17])[C:6]=2[CH:5]=[CH:4][CH:3]=1.[CH3:26][O:27][C:28]1[CH:29]=[C:30]([CH:33]=[CH:34][CH:35]=1)[CH2:31]O>CCO.CCO.CCO.CCO.[Ti]>[Cl:1][C:2]1[C:7]2[C:8](=[O:25])[N:9]3[CH2:24][CH2:23][C@H:10]3[C:11]3[N:12]([CH:13]=[N:14][C:15]=3[C:16]([O:18][CH2:31][C:30]3[CH:33]=[CH:34][CH:35]=[C:28]([O:27][CH3:26])[CH:29]=3)=[O:17])[C:6]=2[CH:5]=[CH:4][CH:3]=1 |f:2.3.4.5.6|. Reactants: ClC1=CC=CC2=C1C(N1[C@H](C=3N2C=NC3C(=O)OC(C)(C)C)CC1)=O (tert.butyl (S)-8-chloro-12,12a-dihydro-9-oxo-9H,11H-azeto[2,1-c]imidazo[1,5-a][1,4]benzodiazepine-1-carboxylate), COC=1C=C(CO)C=CC1 (3-methoxybenzyl alcohol). Yields the product ClC1=CC=CC2=C1C(N1[C@H](C=3N2C=NC3C(=O)OCC3=CC(=CC=C3)OC)CC1)=O (m-methoxybenzyl (S)-8-chloro-12,12a-dihydro-9-oxo-9H,11H-azeto[2,1-c]imidazo[1,5-a][ 1,4]benzodiazepine-1-carboxylate). Procedure: A mixture of 3.6 g (10 mmol) of tert.butyl (S)-8-chloro-12,12a-dihydro-9-oxo-9H,11H-azeto[2,1-c]imidazo[1,5-a][1,4]benzodiazepine-1-carboxylate, 1.7 g (7.2 mmol) of tetraethyl orthotitanate and 20 ml of 3-methoxybenzyl alcohol is stirred at 120° for 5 hours, a small amount of solvent being removed in vacuo three times during this time. The excess 3-methoxybenzyl alcohol is subsequently distilled off in a high vacuum, the residue is taken up in 30 ml of chloroform, the chloroform solution is trea... The reagents and catalysts are CCO.CCO.CCO.CCO.[Ti] (tetraethyl orthotitanate).